Dataset: the Open Reaction Database (ORD), a public repository of structured organic reaction records. Task: describe an organic reaction: reactants, conditions, products, and yield Reactants: CC(=O)Cl, OCCCc1cn(C(c2ccccc2)(c2ccccc2)c2ccccc2)c(F)n1, O, c1ccncc1. Product: CC(=O)OCCCc1cn(C(c2ccccc2)(c2ccccc2)c2ccccc2)c(F)n1. As a reaction SMILES: [CH3:30][C:31]([Cl:32])=[O:33].[F:1][c:2]1[n:3]([C:11]([c:12]2[cH:13][cH:14][cH:15][cH:16][cH:17]2)([c:18]2[cH:19][cH:20][cH:21][cH:22][cH:23]2)[c:24]2[cH:25][cH:26][cH:27][cH:28][cH:29]2)[cH:4][c:5]([CH2:7][CH2:8][CH2:9][OH:10])[n:6]1.[OH2:34].[cH:35]1[cH:36][cH:37][n:38][cH:39][cH:40]1>>[F:1][c:2]1[n:3]([C:11]([c:12]2[cH:13][cH:14][cH:15][cH:16][cH:17]2)([c:18]2[cH:19][cH:20][cH:21][cH:22][cH:23]2)[c:24]2[cH:25][cH:26][cH:27][cH:28][cH:29]2)[cH:4][c:5]([CH2:7][CH2:8][CH2:9][O:10][C:31]([CH3:30])=[O:33])[n:6]1. Starting materials: CC(C)(Br)c1ccc(C(=O)CCCCl)cc1, ClCCl, C[Si](C)(C)C#N, O, Cl[Sn](Cl)(Cl)Cl. Yields the product CC(C)(C#N)c1ccc(C(=O)CCCCl)cc1. RXN SMILES: [Br:1][C:2]([CH3:3])([CH3:4])[c:5]1[cH:6][cH:7][c:8]([C:11]([CH2:12][CH2:13][CH2:14][Cl:15])=[O:16])[cH:9][cH:10]1.[CH2:29]([Cl:30])[Cl:31].[CH3:17][Si:18]([CH3:19])([CH3:20])[C:21]#[N:22].[OH2:28].[Sn:23]([Cl:24])([Cl:25])([Cl:26])[Cl:27]>>[C:2]([CH3:3])([CH3:4])([c:5]1[cH:6][cH:7][c:8]([C:11]([CH2:12][CH2:13][CH2:14][Cl:15])=[O:16])[cH:9][cH:10]1)[C:21]#[N:22]. RXN SMILES: [C:1](OC(=O)C)(=[O:3])[CH3:2].I.[CH3:9][C:10]1[N:11]([C:16]2[CH:21]=[CH:20][C:19]([O:22][CH2:23][CH3:24])=[CH:18][CH:17]=2)[C:12]([CH3:15])=[CH:13][CH:14]=1>[OH-].[Na+]>[C:1]([C:13]1[CH:14]=[C:10]([CH3:9])[N:11]([C:16]2[CH:21]=[CH:20][C:19]([O:22][CH2:23][CH3:24])=[CH:18][CH:17]=2)[C:12]=1[CH3:15])(=[O:3])[CH3:2] |f:3.4|. Yields the product C(C)(=O)C1=C(N(C(=C1)C)C1=CC=C(C=C1)OCC)C (3-acetyl-2,5-dimethyl-1-(4-ethoxyphenyl)pyrrole). Conditions: temperature 100 celsius. Reactants: C(C)(=O)OC(C)=O (Acetic anhydride), I (hydriodic acid), CC=1N(C(=CC1)C)C1=CC=C(C=C1)OCC (2,5-dimethyl-1-(4-ethoxyphenyl)pyrrole). Solvent: [OH-].[Na+] (NaOH). Procedure: Acetic anhydride (8.5 mL, 89 mmol) and hydriodic acid (0.48 mL, 6.3 mmol) were added to 2,5-dimethyl-1-(4-ethoxyphenyl)pyrrole (8.0 g, 37 mmol) under nitrogen and the resulting mixture maintained at 100° C. overnight. After cooling to rt, the mixture was diluted with 1N NaOH (200 mL), extracted with EtOAc (2×200 mL), and the combined extracts washed with brine (200 mL), dried (MgSO4), filtered, concentrated in vacuo, and purified by flash chromatography on silica gel (15% EtOAc/hexanes) to give ... Reactants: CN(C=CC(=O)C=1C=C(C=CC1)CNC(OC)=O)C ([3-[3-(dimethylamino)-1-oxo-2-propenyl]phenyl]methylcarbamic acid, methyl ester), NC1=NNC=C1C(=O)C=1OC=CC1 (3-amino-4-furoylpyrazole). Solvent: C(C)(=O)O (acetic acid). Yields the product O1C(=CC=C1)C(=O)C=1C=NN2C1N=CC=C2C=2C=C(C=CC2)CNC(OC)=O ([3-[3-(2-Furanylcarbonyl)pyrazolo[1,5-a]pyrimidin-7-yl]phenyl]methylcarbamic acid, methyl ester). Yield: 77.1%. Reaction SMILES: C[N:2]([CH3:19])[CH:3]=[CH:4][C:5]([C:7]1[CH:8]=[C:9]([CH2:13][NH:14][C:15](=[O:18])[O:16][CH3:17])[CH:10]=[CH:11][CH:12]=1)=O.NC1[C:25]([C:26]([C:28]2[O:29][CH:30]=[CH:31][CH:32]=2)=[O:27])=[CH:24][NH:23][N:22]=1>C(O)(=O)C>[O:29]1[CH:30]=[CH:31][CH:32]=[C:28]1[C:26]([C:25]1[CH:24]=[N:23][N:22]2[C:5]([C:7]3[CH:8]=[C:9]([CH2:13][NH:14][C:15](=[O:18])[O:16][CH3:17])[CH:10]=[CH:11][CH:12]=3)=[CH:4][CH:3]=[N:2][C:19]=12)=[O:27]. Reported procedure: A reaction mixture comprising 2.62 g of [3-[3-(dimethylamino)-1-oxo-2-propenyl]phenyl]methylcarbamic acid, methyl ester, 1.77 g of 3-amino-4-furoylpyrazole and 100 ml of glacial acetic acid was reacted as described in Example 29, giving 2.90 g of the desired product, mp 152°-154° C. Reactants: [Cl-].O[NH3+] (hydroxylammonium chloride), C(O)([O-])=O.[Na+] (sodium hydrogen carbonate), CS(=O)C (dimethyl sulfoxide), C(CCC)C=1N=C(N(C(C1CC1=CC=C(C=C1)C=1C(=CC=CC1)C#N)=O)CC=1N=C(SC1)C1=CC=CC=C1)C (4′-({4-butyl-2-methyl-6-oxo-1-[(2-phenyl-1,3-thiazol-4-yl)methyl]-1,6-dihydropyrimidin-5-yl}methyl)biphenyl-2-carbonitrile). The solvent is C(C)(=O)OCC (ethyl acetate). Conditions: temperature 40 celsius, time 30 minute. The product is C(CCC)C1=C(C(N(C(=N1)C)CC=1N=C(SC1)C1=CC=CC=C1)=O)CC1=CC=C(C=C1)C1=C(C=CC=C1)C1=NOC(N1)=O (6-butyl-2-methyl-5-{[2′-(5-oxo-4,5-dihydro-1,2,4-oxadiazol-3-yl)biphenyl-4-yl]methyl}-3-[(2-phenyl-1,3-thiazol-4-yl)methyl]pyrimidin-4(3H)-one). The yield is 60.0%. Reaction SMILES: [Cl-].O[NH3+:3].[C:4](=[O:7])([O-])[OH:5].[Na+].CS(C)=O.[CH2:13]([C:17]1[N:18]=[C:19]([CH3:51])[N:20]([CH2:39][C:40]2[N:41]=[C:42]([C:45]3[CH:50]=[CH:49][CH:48]=[CH:47][CH:46]=3)[S:43][CH:44]=2)[C:21](=[O:38])[C:22]=1[CH2:23][C:24]1[CH:29]=[CH:28][C:27]([C:30]2[C:31]([C:36]#[N:37])=[CH:32][CH:33]=[CH:34][CH:35]=2)=[CH:26][CH:25]=1)[CH2:14][CH2:15][CH3:16]>C(OCC)(=O)C>[CH2:13]([C:17]1[N:18]=[C:19]([CH3:51])[N:20]([CH2:39][C:40]2[N:41]=[C:42]([C:45]3[CH:50]=[CH:49][CH:48]=[CH:47][CH:46]=3)[S:43][CH:44]=2)[C:21](=[O:38])[C:22]=1[CH2:23][C:24]1[CH:25]=[CH:26][C:27]([C:30]2[CH:35]=[CH:34][CH:33]=[CH:32][C:31]=2[C:36]2[NH:3][C:4](=[O:7])[O:5][N:37]=2)=[CH:28][CH:29]=1)[CH2:14][CH2:15][CH3:16] |f:0.1,2.3|. Reported procedure: A mixture of hydroxylammonium chloride (1.34 g), sodium hydrogen carbonate (1.90 g) and dimethyl sulfoxide (18 mL) was stirred at 40° C. for 30 min, 4′-({4-butyl-2-methyl-6-oxo-1-[(2-phenyl-1,3-thiazol-4-yl)methyl]-1,6-dihydropyrimidin-5-yl}methyl)biphenyl-2-carbonitrile (1.20 g) was added, and the mixture was stirred at 90° C. for 16 hr. The reaction mixture was diluted with ethyl acetate, washed with water and then with saturated brine, and dried over anhydrous magnesium sulfate. The solvent w... The reactants are C(C)(=O)C1=C(N=C(S1)N1C(N(CC1)CC1=CC=C(C=C1)C(=O)N1CCCCC1)=O)C (1-(5-acetyl-4-methylthiazol-2-yl)-3-(4-(piperidine-1-carbonyl)benzyl)imidazolidin-2-one), COC(N(C)C)OC (N,N-dimethylformamide dimethyl acetal), O.NN (hydrazine monohydrate). Run in C(C)(=O)OCC (ethyl acetate), CN(C=O)C (N,N-dimethylformamide). Run at temperature 110 celsius. Product: CC=1N=C(SC1C1=CC=NN1)N1C(N(CC1)CC1=CC=C(C=C1)C(=O)N1CCCCC1)=O (1-(4-methyl-5-(1H-pyrazol-5-yl)thiazol-2-yl)-3-(4-(piperidine-1-carbonyl)benzyl)imidazolidin-2-one). Isolated yield 54.0%. Reaction SMILES: [C:1]([C:4]1[S:8][C:7]([N:9]2[CH2:13][CH2:12][N:11]([CH2:14][C:15]3[CH:20]=[CH:19][C:18]([C:21]([N:23]4[CH2:28][CH2:27][CH2:26][CH2:25][CH2:24]4)=[O:22])=[CH:17][CH:16]=3)[C:10]2=[O:29])=[N:6][C:5]=1[CH3:30])(=O)[CH3:2].COC(OC)[N:34]([CH3:36])C.O.[NH2:40]N>CN(C)C=O.C(OCC)(=O)C>[CH3:30][C:5]1[N:6]=[C:7]([N:9]2[CH2:13][CH2:12][N:11]([CH2:14][C:15]3[CH:16]=[CH:17][C:18]([C:21]([N:23]4[CH2:28][CH2:27][CH2:26][CH2:25][CH2:24]4)=[O:22])=[CH:19][CH:20]=3)[C:10]2=[O:29])[S:8][C:4]=1[C:1]1[NH:40][N:34]=[CH:36][CH:2]=1 |f:2.3|. Reported procedure: To a solution of 1-(5-acetyl-4-methylthiazol-2-yl)-3-(4-(piperidine-1-carbonyl)benzyl)imidazolidin-2-one (0.43 g, 1.00 mmol) in N,N-dimethylformamide (10 mL) was added N,N-dimethylformamide dimethyl acetal (0.20 mL, 1.50 mmol). The reaction mixture was heated for 20 hours at 110° C., and hydrazine monohydrate (0.25 mL, 5.14 mmol) was added. The reaction mixture was heated for another 10 minutes at 110° C., then cooled to ambient temperature, diluted with ethyl acetate and washed with water. The ... Reaction SMILES: [CH2:1]1[O:2][c:3]2[c:4]([cH:5][c:6]3[c:7]([cH:8][cH:9][c:10]4[c:11]5[cH:12][cH:13][c:14]([O:40][CH3:41])[c:15]([O:32][CH2:33][c:34]6[cH:35][cH:36][cH:37][cH:38][cH:39]6)[c:16]5[c:17]([CH2:20][CH2:21][CH2:22][CH2:23][O:24][Si:25]([C:26]([CH3:27])([CH3:28])[CH3:29])([CH3:30])[CH3:31])[n:18][c:19]34)[cH:42]2)[O:43]1.[CH3:44][C:45](=[O:46])[OH:47].[CH3:49][CH2:50][CH2:51][CH2:52][N+:53]([CH2:54][CH2:55][CH2:56][CH3:57])([CH2:58][CH2:59][CH2:60][CH3:61])[CH2:62][CH2:63][CH2:64][CH3:65].[F-:48].[O:66]1[CH2:67][CH2:68][CH2:69][CH2:70]1>>[CH2:1]1[O:2][c:3]2[c:4]([cH:5][c:6]3[c:7]([cH:8][cH:9][c:10]4[c:11]5[cH:12][cH:13][c:14]([O:40][CH3:41])[c:15]([O:32][CH2:33][c:34]6[cH:35][cH:36][cH:37][cH:38][cH:39]6)[c:16]5[c:17]([CH2:20][CH2:21][CH2:22][CH2:23][OH:24])[n:18][c:19]34)[cH:42]2)[O:43]1. The product is COc1ccc2c(c(CCCCO)nc3c4cc5c(cc4ccc23)OCO5)c1OCc1ccccc1. The reactants are COc1ccc2c(c(CCCCO[Si](C)(C)C(C)(C)C)nc3c4cc5c(cc4ccc23)OCO5)c1OCc1ccccc1, CC(=O)O, CCCC[N+](CCCC)(CCCC)CCCC, [F-], C1CCOC1. Reactants: CC(C)(C)OC(=O)NC(C=O)Cc1ccc(OCc2ccccc2)cc1, C1COCCN1, CO. Product: CC(C)(C)OC(=O)NC(Cc1ccc(OCc2ccccc2)cc1)CN1CCOCC1. Reaction SMILES: [C:1]([CH3:2])([CH3:3])([CH3:4])[O:5][C:6](=[O:7])[NH:8][CH:9]([CH2:10][c:11]1[cH:12][cH:13][c:14]([O:17][CH2:18][c:19]2[cH:20][cH:21][cH:22][cH:23][cH:24]2)[cH:15][cH:16]1)[CH:25]=[O:26].[CH2:27]1[CH2:28][O:29][CH2:30][CH2:31][NH:32]1.[CH3:33][OH:34]>>[C:1]([CH3:2])([CH3:3])([CH3:4])[O:5][C:6](=[O:7])[NH:8][CH:9]([CH2:10][c:11]1[cH:12][cH:13][c:14]([O:17][CH2:18][c:19]2[cH:20][cH:21][cH:22][cH:23][cH:24]2)[cH:15][cH:16]1)[CH2:25][N:32]1[CH2:27][CH2:28][O:29][CH2:30][CH2:31]1.